Dataset: the Open Reaction Database (ORD), a public repository of structured organic reaction records. Task: describe an organic reaction: reactants, conditions, products, and yield Reactants: FC1=CC=C(C=C1)N1[C@@H]([C@H](C1=O)SCC(=O)C1=CC=C(C=C1)OC)C1=CC=C(OCC(=O)NCC(=O)O)C=C1 (N-{[4-((2R,3R)-1-(4-Fluorophenyl)-3-{[2-(4-methoxyphenyl)-2-oxoethyl]thio}-4-oxoazetidin-2-yl)phenoxy]acetyl}glycine), CN1CCOCC1 (N-methylmorpholine), Cl.N[C@H](C)C(=O)OC(C)(C)C (tert-Butyl D-alaninate hydrochloride), CN(C)C(=[N+](C)C)ON1C2=C(C=CC=C2)N=N1.[B-](F)(F)(F)F (TBTU). Run in C(Cl)Cl (CH2Cl2). Run at time 2 hour. The product is FC1=CC=C(C=C1)N1[C@@H]([C@H](C1=O)SCC(C1=CC=C(C=C1)OC)O)C1=CC=C(OCC(=O)NCC(=O)N[C@H](C)C(=O)O)C=C1 (N-{[4-((2R,3R)-1-(4-fluorophenyl)-3-{[2-hydroxy-2-(4-methoxyphenyl)ethyl]thio}-4-oxoazetidin-2-yl)phenoxy]acetyl}glycyl-D-alanine). Isolated yield 66.6%. RXN SMILES: [F:1][C:2]1[CH:7]=[CH:6][C:5]([N:8]2[C:11](=[O:12])[C@H:10]([S:13][CH2:14][C:15]([C:17]3[CH:22]=[CH:21][C:20]([O:23][CH3:24])=[CH:19][CH:18]=3)=[O:16])[C@H:9]2[C:25]2[CH:39]=[CH:38][C:28]([O:29][CH2:30][C:31]([NH:33][CH2:34][C:35](O)=[O:36])=[O:32])=[CH:27][CH:26]=2)=[CH:4][CH:3]=1.CN1CCOCC1.Cl.[NH2:48][C@@H:49]([C:51]([O:53]C(C)(C)C)=[O:52])[CH3:50].CN(C(ON1N=NC2C=CC=CC1=2)=[N+](C)C)C.[B-](F)(F)(F)F>C(Cl)Cl>[F:1][C:2]1[CH:3]=[CH:4][C:5]([N:8]2[C:11](=[O:12])[C@H:10]([S:13][CH2:14][CH:15]([OH:16])[C:17]3[CH:22]=[CH:21][C:20]([O:23][CH3:24])=[CH:19][CH:18]=3)[C@H:9]2[C:25]2[CH:39]=[CH:38][C:28]([O:29][CH2:30][C:31]([NH:33][CH2:34][C:35]([NH:48][C@@H:49]([C:51]([OH:53])=[O:52])[CH3:50])=[O:36])=[O:32])=[CH:27][CH:26]=2)=[CH:6][CH:7]=1 |f:2.3,4.5|. Procedure details: N-{[4-((2R,3R)-1-(4-Fluorophenyl)-3-{[2-(4-methoxyphenyl)-2-oxoethyl]thio}-4-oxoazetidin-2-yl)phenoxy]acetyl}glycine (0.04 g, 0.072 mmol) and N-methylmorpholine (0.022 g, 0.217 mmol) were dissolved in CH2Cl2 (4 ml). tert-Butyl D-alaninate hydrochloride (0.016 g, 0.087 mmol) and TBTU (0.030 g, 0.094 mmol) were added. After 2 h, the reaction mixture was purified on silica gel and eluted with EtOAc/CH2Cl2 (25/75). Pure fractions were collected and concentrated. The residue was dissolved in CH2Cl2 (... Reactants: CI, COC(=O)c1ncccc1O, CCOC(C)=O, [K+], [K+], O=C([O-])[O-], CN(C)C=O, O. Yields the product COC(=O)c1ncccc1OC. Reaction SMILES: [CH3:18][I:19].[CH3:1][O:2][C:3](=[O:4])[c:5]1[n:6][cH:7][cH:8][cH:9][c:10]1[OH:11].[CH3:25][CH2:26][O:27][C:28]([CH3:29])=[O:30].[K+:12].[K+:13].[O-:14][C:15]([O-:16])=[O:17].[O:20]=[CH:21][N:22]([CH3:23])[CH3:24].[OH2:31]>>[CH3:1][O:2][C:3](=[O:4])[c:5]1[n:6][cH:7][cH:8][cH:9][c:10]1[O:11][CH3:15]. Reactants: FC1=C(C=CC(=C1)B1OC(C(O1)(C)C)(C)C)C=1C=NC(=NC1)N (5-(2-fluoro-4-(4,4,5,5-tetramethyl-1,3,2-dioxaborolan-2-yl)phenyl)pyrimidin-2-amine), BrC1=C(C=CC=C1)S(=O)(=O)C(C#N)(C)C (2-((2-bromophenyl)sulfonyl)-2-methylpropanenitrile). Product: NC1=NC=C(C=N1)C1=C(C=C(C=C1)C1=C(C=CC=C1)S(=O)(=O)C(C#N)(C)C)F (2-{[4′-(2-Aminopyrimidin-5-yl)-3′-fluorobiphenyl-2-yl]sulfonyl}-2-methylpropanenitrile). Reaction SMILES: [F:1][C:2]1[CH:7]=[C:6](B2OC(C)(C)C(C)(C)O2)[CH:5]=[CH:4][C:3]=1[C:17]1[CH:18]=[N:19][C:20]([NH2:23])=[N:21][CH:22]=1.Br[C:25]1[CH:30]=[CH:29][CH:28]=[CH:27][C:26]=1[S:31]([C:34]([CH3:38])([CH3:37])[C:35]#[N:36])(=[O:33])=[O:32]>>[NH2:23][C:20]1[N:21]=[CH:22][C:17]([C:3]2[CH:4]=[CH:5][C:6]([C:25]3[CH:30]=[CH:29][CH:28]=[CH:27][C:26]=3[S:31]([C:34]([CH3:38])([CH3:37])[C:35]#[N:36])(=[O:33])=[O:32])=[CH:7][C:2]=2[F:1])=[CH:18][N:19]=1. Procedure details: The title compound was prepared using conditions analogous to those used to make Example 6 5-(2-fluoro-4-(4,4,5,5-tetramethyl-1,3,2-dioxaborolan-2-yl)phenyl)pyrimidin-2-amine and 2-((2-bromophenyl)sulfonyl)-2-methylpropanenitrile. MS (ESI): mass calcd. for C20H17FN4O2S, 396.11; m/z found, 397.1 [M+H]+. 1H NMR (400 MHz, DMSO-d6) δ 8.62 (s, 2H), 8.19 (d, J=7.9, 1H), 7.94 (m, 1H), 7.84 (m, 1H), 7.59 (m, 1H), 7.52 (d, J=7.5, 1H), 7.40 (dd, J=11.8, 1.1, 1H), 7.31 (dd, J=7.9, 1.4, 1H), 1.51 (s, 6H). Reagents/catalysts: Cl[Pd]([P](C1=CC=CC=C1)(C2=CC=CC=C2)C3=CC=CC=C3)([P](C4=CC=CC=C4)(C5=CC=CC=C5)C6=CC=CC=C6)Cl (PdCl2(PPh3)2). Procedure details: A solution of 4-bromothiophene-3-carboxylic acid methyl ester (500 mg, 2.3 mmol, 1.0 eq.) in THF (40 mL) was combined with 4-(4,4,5,5-tetramethyl-[1,3,2]dioxaborolan-2-yl)-3,6-dihydro-2H-pyridine-1-carboxylic acid t-butyl ester (0.7 g, 2.3 mmol, 1 eq.) under nitrogen. A solution of Na2CO3 (960 mg) in water (4.5 mL) was added, followed by the addition of PdCl2(PPh3)2 (80 mg, 0.1 mmol, 0.4 eq.). The resulting solution was stirred for 18 hours while the temperature was maintained at reflux in an oi... The product is C(C)(C)(C)OC(=O)N1CCC(=CC1)C1=CSC=C1C(=O)OC (4-(4-methoxycarbonylthiophen-3-yl)-3,6-dihydro-2H-pyridine-1-carboxylic acid t-butyl ester). Reactants: COC(=O)C1=CSC=C1Br (4-bromothiophene-3-carboxylic acid methyl ester), C(C)(C)(C)OC(=O)N1CCC(=CC1)B1OC(C(O1)(C)C)(C)C (4-(4,4,5,5-tetramethyl-[1,3,2]dioxaborolan-2-yl)-3,6-dihydro-2H-pyridine-1-carboxylic acid t-butyl ester), C(=O)([O-])[O-].[Na+].[Na+] (Na2CO3). Run in C1CCOC1 (THF), O (water), CCOC(=O)C (EtOAc). RXN SMILES: [CH3:1][O:2][C:3]([C:5]1[C:9](Br)=[CH:8][S:7][CH:6]=1)=[O:4].[C:11]([O:15][C:16]([N:18]1[CH2:23][CH:22]=[C:21](B2OC(C)(C)C(C)(C)O2)[CH2:20][CH2:19]1)=[O:17])([CH3:14])([CH3:13])[CH3:12].C([O-])([O-])=O.[Na+].[Na+]>C1COCC1.O.CCOC(C)=O.Cl[Pd](Cl)([P](C1C=CC=CC=1)(C1C=CC=CC=1)C1C=CC=CC=1)[P](C1C=CC=CC=1)(C1C=CC=CC=1)C1C=CC=CC=1>[C:11]([O:15][C:16]([N:18]1[CH2:19][CH:20]=[C:21]([C:9]2[C:5]([C:3]([O:2][CH3:1])=[O:4])=[CH:6][S:7][CH:8]=2)[CH2:22][CH2:23]1)=[O:17])([CH3:14])([CH3:12])[CH3:13] |f:2.3.4,^1:53,72|. The yield is 53.8%. Conditions: time 18 hour. The reactants are CC(C)C(=O)Cl, O=C([O-])[O-], C1CCNCC1, CS(C)=O, Fc1ccccc1, CC(C)C(=O)c1ccc(F)cc1, [K+], [K+]. Product: CC(C)C(=O)c1ccc(N2CCCCC2)cc1. RXN SMILES: [C:13]([Cl:14])(=[O:15])[CH:16]([CH3:17])[CH3:18].[C:32](=[O:33])([O-:34])[O-:35].[CH2:26]1[CH2:27][CH2:28][NH:29][CH2:30][CH2:31]1.[CH3:38][S:39](=[O:40])[CH3:41].[F:19][c:20]1[cH:21][cH:22][cH:23][cH:24][cH:25]1.[F:1][c:2]1[cH:3][cH:4][c:5]([C:8]([CH:9]([CH3:10])[CH3:11])=[O:12])[cH:6][cH:7]1.[K+:36].[K+:37]>>[c:2]1([N:29]2[CH2:28][CH2:27][CH2:26][CH2:31][CH2:30]2)[cH:3][cH:4][c:5]([C:8]([CH:9]([CH3:10])[CH3:11])=[O:12])[cH:6][cH:7]1. Reactants: N1=CC=CC2=CC=NC(=C12)N (1,7-naphthyridin-8-amine), C1(=C(C(=CC(=C1)C)C)S(=O)(=O)ON)C (O-(mesitylsulfonyl)hydroxylamine). Solvent: C(Cl)Cl (DCM), C(Cl)Cl (DCM). Conditions: temperature 0 celsius, time 2 hour. Yields the product N=C1N(C=CC=2C=CC=NC12)N.CC1=C(C(=CC(=C1)C)C)S(=O)(=O)[O-] (8-imino-1,7-naphthyridin-7(8H)-amine 2,4,6-trimethylbenzenesulfonate). Yield: 80.8%. Reaction SMILES: [N:1]1[C:10]2[C:5](=[CH:6][CH:7]=[N:8][C:9]=2[NH2:11])[CH:4]=[CH:3][CH:2]=1.[C:12]1([CH3:25])[CH:17]=[C:16]([CH3:18])[CH:15]=[C:14]([CH3:19])[C:13]=1[S:20]([O:23][NH2:24])(=[O:22])=[O:21]>C(Cl)Cl>[NH:11]=[C:9]1[C:10]2[N:1]=[CH:2][CH:3]=[CH:4][C:5]=2[CH:6]=[CH:7][N:8]1[NH2:24].[CH3:19][C:14]1[CH:15]=[C:16]([CH3:18])[CH:17]=[C:12]([CH3:25])[C:13]=1[S:20]([O-:23])(=[O:22])=[O:21] |f:3.4|. Reported procedure: To a solution of 1,7-naphthyridin-8-amine (600 mg, 4.13 mmol) in DCM (5 mL) was added a solution of O-(mesitylsulfonyl)hydroxylamine (2.7 g, 12.4 mmol) in DCM (10 mL) at 0° C. The mixture was stirred at 0° C. for 2 h. The precipitate was filtered and collected to give 8-imino-1,7-naphthyridin-7(8H)-amine-2,4,6-trimethylbenzenesulfonate as a brown solid (1.2 g, yield 67%). ESI MS: m/z 161.1 [M+H]+. Starting materials: O=C1CCN(Cc2ccccc2)CC1, CCO, CCOCC, [K+], [K+], O=C([O-])[O-], CC(C)(O)C#N. Yields the product N#CC1(O)CCN(Cc2ccccc2)CC1. As a reaction SMILES: [CH2:1]([c:2]1[cH:3][cH:4][cH:5][cH:6][cH:7]1)[N:8]1[CH2:9][CH2:10][C:11](=[O:14])[CH2:12][CH2:13]1.[CH3:27][CH2:28][OH:29].[CH3:30][CH2:31][O:32][CH2:33][CH3:34].[K+:21].[K+:22].[O-:23][C:24]([O-:25])=[O:26].[OH:15][C:16]([C:17]#[N:18])([CH3:19])[CH3:20]>>[CH2:1]([c:2]1[cH:3][cH:4][cH:5][cH:6][cH:7]1)[N:8]1[CH2:9][CH2:10][C:11]([OH:14])([C:17]#[N:18])[CH2:12][CH2:13]1. Reactants: OC1=C(C=NC2=CC(=C(C=C12)OC)OC)C(=O)O (4-hydroxy-6,7-dimethoxyquinoline-3-carboxylic acid), C(C)(C)OC(C)C (diisopropyl ether). Run in C1(=CC=CC=C1)OC1=CC=CC=C1 (diphenyl ether). Reaction conditions: temperature 250 celsius, time 8 hour. Yields the product COC=1C=C2C(=CC=NC2=CC1OC)O (6,7-dimethoxyquinolin-4-ol). Isolated yield 104.6%. RXN SMILES: [OH:1][C:2]1[C:11]2[C:6](=[CH:7][C:8]([O:14][CH3:15])=[C:9]([O:12][CH3:13])[CH:10]=2)[N:5]=[CH:4][C:3]=1C(O)=O.C(OC(C)C)(C)C>C1(OC2C=CC=CC=2)C=CC=CC=1>[CH3:13][O:12][C:9]1[CH:10]=[C:11]2[C:6](=[CH:7][C:8]=1[O:14][CH3:15])[N:5]=[CH:4][CH:3]=[C:2]2[OH:1]. Procedure details: A mixture of 9.24 g of 4-hydroxy-6,7-dimethoxyquinoline-3-carboxylic acid in 185 cm3 of diphenyl ether was maintained, with mechanical stirring, at a temperature in the region of 250° C. for 1.3 hours. After cooling the reaction mixture to about 20° C., 100 cm3 of diisopropyl ether were added. The suspension was stirred for 8 hours and filtered, and the filter cake was washed with 3 times 100 cm3 of diisopropyl ether. 7.96 g of 6,7-dimethoxyquinolin-4-ol were obtained in the form of a brown soli...